From a dataset of the Open Reaction Database (ORD), a public repository of structured organic reaction records. describe an organic reaction: reactants, conditions, products, and yield Starting materials: COCCNCCOC (bis-(2-methoxyethyl) amine), C(C)(C)(C)NC(=O)C1=C(C2=C(N=C(N=C2C2=CC(=CC=C2)NS(=O)(=O)C=C)SC)S1)N (tert-butyl 5-amino-2-methylthio-4-(3-(vinylsulfonamido)-phenyl)-thieno[2,3-d]pyrimidine-6-carboxamide). Conditions: time 30 minute. The product is C(C)(C)(C)NC(=O)C1=C(C2=C(N=C(N=C2C2=CC(=CC=C2)NS(=O)(=O)CCN(CCOC)CCOC)SC)S1)N (tert-Butyl 5-amino-2-methylthio-4-(3-(2-(bis-(2-methoxyethyl)-amino)-ethanesulfonamido)-phenyl)-thieno[2,3-d]pyrimidine-6-carboxamide). RXN SMILES: [CH3:1][O:2][CH2:3][CH2:4][NH:5][CH2:6][CH2:7][O:8][CH3:9].[C:10]([NH:14][C:15]([C:17]1[S:39][C:20]2[N:21]=[C:22]([S:37][CH3:38])[N:23]=[C:24]([C:25]3[CH:30]=[CH:29][CH:28]=[C:27]([NH:31][S:32]([CH:35]=[CH2:36])(=[O:34])=[O:33])[CH:26]=3)[C:19]=2[C:18]=1[NH2:40])=[O:16])([CH3:13])([CH3:12])[CH3:11]>>[C:10]([NH:14][C:15]([C:17]1[S:39][C:20]2[N:21]=[C:22]([S:37][CH3:38])[N:23]=[C:24]([C:25]3[CH:30]=[CH:29][CH:28]=[C:27]([NH:31][S:32]([CH2:35][CH2:36][N:5]([CH2:6][CH2:7][O:8][CH3:9])[CH2:4][CH2:3][O:2][CH3:1])(=[O:34])=[O:33])[CH:26]=3)[C:19]=2[C:18]=1[NH2:40])=[O:16])([CH3:12])([CH3:11])[CH3:13]. Procedure details: Reaction of bis-(2-methoxyethyl) amine (244 mg) with tert-butyl 5-amino-2-methylthio-4-(3-(vinylsulfonamido)-phenyl)-thieno[2,3-d]pyrimidine-6-carboxamide (example 10, 87 mg) was performed according to the method described in example 11. The title compound was first purified by chromatography on silica gel with hept/EtOAc=3/2 (v/v) as eluent and then by HPLC using a Luna C-18 column with the following gradient: CH3CN/0.1% aq. TFA=10/90 to 90/10 (v/v) in 30 min. The title compound was then lyophi... The reactants are CC(C)(C)[SiH2]OC(C)(C)c1cc(CCOS(C)(=O)=O)ccc1Cl, CCO, NC1CC1. The product is CC(C)(C)[SiH2]OC(C)(C)c1cc(CCNC2CC2)ccc1Cl. Reaction SMILES: [C:5]([CH3:6])([CH3:7])([CH3:8])[SiH2:9][O:10][C:11]([c:12]1[cH:13][c:14]([CH2:19][CH2:20][O:21][S:22]([CH3:23])(=[O:24])=[O:25])[cH:15][cH:16][c:17]1[Cl:18])([CH3:26])[CH3:27].[CH3:28][CH2:29][OH:30].[CH:1]1([NH2:4])[CH2:2][CH2:3]1>>[CH:1]1([NH:4][CH2:20][CH2:19][c:14]2[cH:13][c:12]([C:11]([O:10][SiH2:9][C:5]([CH3:6])([CH3:7])[CH3:8])([CH3:26])[CH3:27])[c:17]([Cl:18])[cH:16][cH:15]2)[CH2:2][CH2:3]1. Starting materials: CN(CCCl)C(=O)OCc1ccccc1, Cc1ccc(C2Sc3cc(C)ccc3NC(=O)C2O)cc1, CS(C)=O, [K+], [OH-]. The product is Cc1ccc(C2Sc3cc(C)ccc3N(CCN(C)C(=O)OCc3ccccc3)C(=O)C2O)cc1. Reaction SMILES: [CH2:24]([c:25]1[cH:26][cH:27][cH:28][cH:29][cH:30]1)[O:31][C:32](=[O:33])[N:34]([CH3:35])[CH2:36][CH2:37][Cl:38].[CH3:1][c:2]1[cH:3][cH:4][c:5]([CH:8]2[S:9][c:10]3[c:11]([cH:17][cH:18][c:19]([CH3:21])[cH:20]3)[NH:12][C:13](=[O:16])[CH:14]2[OH:15])[cH:6][cH:7]1.[CH3:39][S:40]([CH3:41])=[O:42].[K+:23].[OH-:22]>>[CH3:1][c:2]1[cH:3][cH:4][c:5]([CH:8]2[S:9][c:10]3[c:11]([cH:17][cH:18][c:19]([CH3:21])[cH:20]3)[N:12]([CH2:37][CH2:36][N:34]([C:32]([O:31][CH2:24][c:25]3[cH:26][cH:27][cH:28][cH:29][cH:30]3)=[O:33])[CH3:35])[C:13](=[O:16])[CH:14]2[OH:15])[cH:6][cH:7]1. The product is C(#N)CCP(O)(N(C(C)C)C(C)C)O[C@H]1C[C@@H](O[C@@H]1CSCC1=CC2=CC=CC=C2C=C1)N1C(=O)NC(=O)C(C)=C1 (5'-[(2-Naphthyl)methylthio]-5'-deoxythymidine 2-cyanoethyl N,N-diisopropylphosphoramidite). RXN SMILES: [CH:1]1[C:10]2[C:5](=[CH:6][CH:7]=[CH:8][CH:9]=2)[CH:4]=[CH:3][C:2]=1[CH2:11][S:12][CH2:13][C@H:14]1[O:18][C@@H:17]([N:19]2[CH:27]=[C:25]([CH3:26])[C:23](=[O:24])[NH:22][C:20]2=[O:21])[CH2:16][C@@H:15]1[OH:28].[N:29]1C=C[CH:32]=[CH:31][CH:30]=1.C(NC(C)C)(C)C.[CH:42]([N:45]([CH:53]([CH3:55])[CH3:54])[P:46](Cl)[O:47]CCC#N)([CH3:44])[CH3:43]>O1CCCC1>[C:30]([CH2:31][CH2:32][PH:46]([O:28][C@@H:15]1[C@@H:14]([CH2:13][S:12][CH2:11][C:2]2[CH:3]=[CH:4][C:5]3[C:10](=[CH:9][CH:8]=[CH:7][CH:6]=3)[CH:1]=2)[O:18][C@@H:17]([N:19]2[CH:27]=[C:25]([CH3:26])[C:23](=[O:24])[NH:22][C:20]2=[O:21])[CH2:16]1)([N:45]([CH:42]([CH3:43])[CH3:44])[CH:53]([CH3:54])[CH3:55])[OH:47])#[N:29]. Reaction conditions: time 1.75 hour. Reactants: C(C)(C)N(P(OCCC#N)Cl)C(C)C (2-cyanoethyl N,N-diisopropylchlorophosphoramidite), C1=C(C=CC2=CC=CC=C12)CSC[C@@H]1[C@H](C[C@@H](O1)N1C(=O)NC(=O)C(C)=C1)O (5'-[(2-naphthyl)methylthio]-5'-deoxythymidine), N1=CC=CC=C1 (pyridine), C(C)(C)NC(C)C (diisopropylamine). Reported procedure: 79.7 mg (0.2 mmol) of 5'-[(2-naphthyl)methylthio]-5'-deoxythymidine [prepared as described in step (a) above] were dried by azeotropic distillation with pyridine and then dissolved in 2.5 ml of tetrahydrofuran. 0.084 ml (0.48 mmol) of diisopropylamine was then added to the solution. 54 μl (0.24 mmol) of 2-cyanoethyl N,N-diisopropylchlorophosphoramidite were then added dropwise to the mixture, under an atmosphere of argon. The resulting mixture was stirred at room temperature for 1.75 hours under... Isolated yield 56.0%. Run in O1CCCC1 (tetrahydrofuran). Starting materials: OC=1C(=C(C=CC1OC)C=1C=C2COC(C2=CC1)=O)OC (5-(3-Hydroxy-2,4-dimethoxy-phenyl)-3H-isobenzofuran-1-one), C([O-])([O-])=O.[K+].[K+] (potassium carbonate), C(CC)Br (propyl bromide). Run in C(C)#N (acetonitrile). Reaction conditions: temperature 80 celsius. Product: COC1=C(C=CC(=C1OCCC)OC)C=1C=C2COC(C2=CC1)=O (5-(2,4-Dimethoxy-3-propoxy-phenyl)-3H-isobenzofuran-1-one). Yield: 32.7%. As a reaction SMILES: [OH:1][C:2]1[C:3]([O:20][CH3:21])=[C:4]([C:10]2[CH:11]=[C:12]3[C:16](=[CH:17][CH:18]=2)[C:15](=[O:19])[O:14][CH2:13]3)[CH:5]=[CH:6][C:7]=1[O:8][CH3:9].C(=O)([O-])[O-].[K+].[K+].[CH2:28](Br)[CH2:29][CH3:30]>C(#N)C>[CH3:21][O:20][C:3]1[C:2]([O:1][CH2:28][CH2:29][CH3:30])=[C:7]([O:8][CH3:9])[CH:6]=[CH:5][C:4]=1[C:10]1[CH:11]=[C:12]2[C:16](=[CH:17][CH:18]=1)[C:15](=[O:19])[O:14][CH2:13]2 |f:1.2.3|. Procedure details: To a stirring solution of 5-(3-Hydroxy-2,4-dimethoxy-phenyl)-3H-isobenzofuran-1-one (80 mg, 0.279 mmol) in acetonitrile (10 mL) was added potassium carbonate (115 mg, 0.837 mmol) and propyl bromide (103 mg, 0.837 mmol) and the resultant reaction mixture was heated to 80° C. for 4 h. The reaction mixture was filtered through celite and the filtrate was concentrated under reduced pressure. The obtained residue was purified by column chromatography (silica gel, 0-50% ethyl acetate in pet ether) to ... Reactants: O.[OH-].[Li+] (lithium hydroxide monohydrate), ClC1=C(C(=O)N[C@@H](CNC(=O)C=2SC=CC2)C(=O)OC)C(=CC(=C1)C(=O)N[C@H](C)C1=CC=CC2=CC=CC=C12)Cl (N-[2,6-dichloro-4-[[[(1R)-1-(1-naphthalenyl)ethyl]amino]carbonyl]benzoyl]-3-[(thiophene-2-carbonyl)amino]-L-alanine, methyl ester). Run in O (water), O1CCCC1 (tetrahydrofuran), CO (methanol). Conditions: time 8 hour. Yields the product ClC1=C(C(=O)N[C@@H](CNC(=O)C=2SC=CC2)C(=O)O)C(=CC(=C1)C(=O)N[C@H](C)C1=CC=CC2=CC=CC=C12)Cl (N-[2,6-dichloro-4-[[[(1R)-1-(1-naphthalenyl)ethyl]amino]carbonyl]benzoyl]-3-[(thiophene-2-carbonyl)amino]-L-alanine). The yield is 67.0%. Reaction SMILES: O.[OH-].[Li+].[Cl:4][C:5]1[CH:27]=[C:26]([C:28]([NH:30][C@@H:31]([C:33]2[C:42]3[C:37](=[CH:38][CH:39]=[CH:40][CH:41]=3)[CH:36]=[CH:35][CH:34]=2)[CH3:32])=[O:29])[CH:25]=[C:24]([Cl:43])[C:6]=1[C:7]([NH:9][C@H:10]([C:20]([O:22]C)=[O:21])[CH2:11][NH:12][C:13]([C:15]1[S:16][CH:17]=[CH:18][CH:19]=1)=[O:14])=[O:8]>O.O1CCCC1.CO>[Cl:4][C:5]1[CH:27]=[C:26]([C:28]([NH:30][C@@H:31]([C:33]2[C:42]3[C:37](=[CH:38][CH:39]=[CH:40][CH:41]=3)[CH:36]=[CH:35][CH:34]=2)[CH3:32])=[O:29])[CH:25]=[C:24]([Cl:43])[C:6]=1[C:7]([NH:9][C@H:10]([C:20]([OH:22])=[O:21])[CH2:11][NH:12][C:13]([C:15]1[S:16][CH:17]=[CH:18][CH:19]=1)=[O:14])=[O:8] |f:0.1.2|. Reported procedure: A solution of lithium hydroxide monohydrate (100 mg, 2.38 mmol) in water (5 mL) was added to a solution of N-[2,6-dichloro-4-[[[(1R)-1-(1-naphthalenyl)ethyl]amino]carbonyl]benzoyl]-3-[(thiophene-2-carbonyl)amino]-L-alanine, methyl ester (260 mg, 0.434 mmol) in tetrahydrofuran (15 mL) and methanol (5 mL), and the resulting mixture was stirred at room temperature overnight. The solution was evaporated, and the residue was partitioned between ethyl acetate (40 mL) and 1M HCl (10 mL). The organic la... Starting materials: ClC(=O)N=C=O (Chlorocarbonyl isocyanate), ClC1=CC2=C(N=C(S2)OC2=CC=C(C=C2)NC(=O)NC)C=C1 (N-[4-(6-chlorobenzothiazol-2-yloxyl)phenyl]-N'-methylurea). The solvent is O1CCOCC1 (1,4-dioxane). Yields the product ClC1=CC2=C(N=C(S2)OC2=CC=C(C=C2)N2C(N(C(NC2=O)=O)C)=O)C=C1 (1-[4-(6-chlorobenzothiazol-2-yloxy)phenyl]-3-methyl-1,3,5-triazine-2,4,6-(1H,3H,5H)-trione). The yield is 72.5%. As a reaction SMILES: Cl[C:2]([N:4]=[C:5]=[O:6])=[O:3].[Cl:7][C:8]1[CH:28]=[CH:27][C:11]2[N:12]=[C:13]([O:15][C:16]3[CH:21]=[CH:20][C:19]([NH:22][C:23]([NH:25][CH3:26])=[O:24])=[CH:18][CH:17]=3)[S:14][C:10]=2[CH:9]=1>O1CCOCC1>[Cl:7][C:8]1[CH:28]=[CH:27][C:11]2[N:12]=[C:13]([O:15][C:16]3[CH:21]=[CH:20][C:19]([N:22]4[C:2](=[O:3])[NH:4][C:5](=[O:6])[N:25]([CH3:26])[C:23]4=[O:24])=[CH:18][CH:17]=3)[S:14][C:10]=2[CH:9]=1. Reported procedure: Chlorocarbonyl isocyanate (0.8 g) was added to a suspension of N-[4-(6-chlorobenzothiazol-2-yloxyl)phenyl]-N'-methylurea (2.4 g) in 1,4-dioxane (50 ml), and the mixture was heated at the boiling point for 5 hours. The mixture was evaporated under reduced pressure and the residue was dissolved in a minimal volume of boiling 1,4-dioxane. After addition of ethanol (50 ml), the clear solution was cooled in a refrigerator. The resulting solid substance was collected by filtration, washed with cold et...